This data is from the Open Reaction Database (ORD), a public repository of structured organic reaction records. The task is: describe an organic reaction: reactants, conditions, products, and yield The reactants are FC1=C(C#N)C=CC=C1 (2-fluorobenzonitrile), [N+](=O)(O)[O-] (nitric acid). The solvent is S(O)(O)(=O)=O (sulfuric acid), S(O)(O)(=O)=O (sulfuric acid). Conditions: temperature 0 celsius. The product is FC1=C(C#N)C=C(C=C1)[N+](=O)[O-] (2-fluoro-5-nitrobenzonitrile). Yield: 93.0%. RXN SMILES: [N+:1]([O-:4])(O)=[O:2].[F:5][C:6]1[CH:13]=[CH:12][CH:11]=[CH:10][C:7]=1[C:8]#[N:9]>S(=O)(=O)(O)O>[F:5][C:6]1[CH:13]=[CH:12][C:11]([N+:1]([O-:4])=[O:2])=[CH:10][C:7]=1[C:8]#[N:9]. Procedure: A mixture of 70% nitric acid and concentrated sulfuric acid (1:1, 30 mL) is added dropwise over 30 min to a solution of 2-fluorobenzonitrile (12.11 g, 0.10 mol) in concentrated sulfuric acid (50 mL), stirred under N2 at 0° C. After a further 3 h at 0° C. the yellow solution is poured onto ice (400 g), and the solid is collected by Buchner filtration, rinsed with water (4×50 mL), and dried in vacuo to give 2-fluoro-5-nitrobenzonitrile (15.43 g, 93%) as a pale yellow crystalline solid. 1H NMR (CDC...